This data is from the Open Reaction Database (ORD), a public repository of structured organic reaction records. The task is: describe an organic reaction: reactants, conditions, products, and yield Starting materials: O (Water), N1=CC=C(C=C1)C(=O)O (4-picolinic acid), 1,1-carbonyldiimidazole, Cl.CNOC (N,O-dimethylhydroxylamine hydrochloride). The solvent is C(Cl)Cl (CH2Cl2). Reaction conditions: time 40 minute. Yields the product CON(C(C1=CC=NC=C1)=O)C (N-Methoxy-N-methylisonicotinamide). As a reaction SMILES: [N:1]1[CH:6]=[CH:5][C:4]([C:7]([OH:9])=O)=[CH:3][CH:2]=1.Cl.[CH3:11][NH:12][O:13][CH3:14].O>C(Cl)Cl>[CH3:14][O:13][N:12]([CH3:11])[C:7](=[O:9])[C:4]1[CH:5]=[CH:6][N:1]=[CH:2][CH:3]=1 |f:1.2|. Procedure: A suspension of 4-picolinic acid (3.00 g, 24.4 mmol) and 1,1-carbonyldiimidazole (4.74 g, 29.2 mmol) in CH2Cl2 (35 mL) was stirred for ˜40 min and became a clear solution. After the addition of N,O-dimethylhydroxylamine hydrochloride (2.85 g, 29.2 mmol), the mixture was stirred at room temperature for 22 hours. Water was added, the organic layer was separated, and the aqueous layer was extracted with CH2Cl2. The combined organic layers were washed with water once, and the aqueous layer was back ... Starting materials: C(C)(C)(C)OC(=O)N[C@H]1CN(CCC1)C(C(=O)O)C1=C(C=CC=C1)F (2-((R)-3-(tert-Butoxycarbonylamino)piperidin-1-yl)-2-(2-fluorophenyl)acetic acid), [Cl-].[NH4+] (ammonium chloride), CCN(C(C)C)C(C)C (DIPEA), C(CCl)Cl (EDC), C=1C=CC2=C(C1)N=NN2O (HOBT), C(=O)(O)[O-].[Na+] (NaHCO3). Run in CN(C)C=O (DMF). The product is NC(C(C1=C(C=CC=C1)F)N1C[C@@H](CCC1)NC(OC(C)(C)C)=O)=O (tert-butyl (3R)-1-(2-amino-1-(2-fluorophenyl)-2-oxoethyl)piperidin-3-ylcarbamate). Reaction SMILES: [C:1]([O:5][C:6]([NH:8][C@@H:9]1[CH2:14][CH2:13][CH2:12][N:11]([CH:15]([C:19]2[CH:24]=[CH:23][CH:22]=[CH:21][C:20]=2[F:25])[C:16](O)=[O:17])[CH2:10]1)=[O:7])([CH3:4])([CH3:3])[CH3:2].[Cl-].[NH4+].CC[N:30](C(C)C)C(C)C.C(Cl)CCl.C1C=CC2N(O)N=NC=2C=1.C([O-])(O)=O.[Na+]>CN(C=O)C>[NH2:30][C:16](=[O:17])[CH:15]([N:11]1[CH2:12][CH2:13][CH2:14][C@@H:9]([NH:8][C:6](=[O:7])[O:5][C:1]([CH3:3])([CH3:2])[CH3:4])[CH2:10]1)[C:19]1[CH:24]=[CH:23][CH:22]=[CH:21][C:20]=1[F:25] |f:1.2,6.7|. Procedure: 2-((R)-3-(tert-Butoxycarbonylamino)piperidin-1-yl)-2-(2-fluorophenyl)acetic acid (174 mg, 0.494 mmol), ammonium chloride (79 mg, 1.481 mmol), DIPEA (0.431 mL, 2.469 mmol), EDC (142 mg, 0.741 mmol) and HOBT (113 mg, 0.741 mmol) were stirred in DMF (5 mL) at room temperature for 3 days. Saturated NaHCO3 was added and the products extracted into EtOAc (×2). The combined organic extracts were washed with brine, dried over Na2SO4, filtered and concentrated in vacuo. Purification of the residue by MPL...